Dataset: the Open Reaction Database (ORD), a public repository of structured organic reaction records. Task: describe an organic reaction: reactants, conditions, products, and yield Starting materials: IC1=CC(N(N=C1)C1OCCCC1)=O (5-iodo-2-(tetrahydro-pyran-2-yl)-2H-pyridazin-3-one), ClC=1C(=C(C=CC1)O)F (3-chloro-2-fluoro-phenol), COC(C(CC1CCCC1)Br)=O (2-bromo-3-cyclopentyl-propionic acid methyl ester), IC1=CC(N(N=C1)C1OCCCC1)=O (5-iodo-2-(tetrahydro-pyran-2-yl)-2H-pyridazin-3-one), IC1=CC(N(N=C1)C1OCCCC1)=O (5-iodo-2-(tetrahydro-pyran-2-yl)-2H-pyridazin-3-one), COC(C(CC1CCCC1)Br)=O (2-bromo-3-cyclopentyl-propionic acid methyl ester). Yields the product ClC=1C(=C(OC=2C=NN(C(C2)=O)C(C(=O)O)CC2CCCC2)C=CC1)F (2-[4-(3-chloro-2-fluoro-phenoxy)-6-oxo-6H-pyridazin-1-yl]-3-cyclopentyl-propionic acid). RXN SMILES: I[C:2]1[CH:7]=[N:6][N:5](C2CCCCO2)[C:4](=[O:14])[CH:3]=1.[Cl:15][C:16]1[C:17]([F:23])=[C:18]([OH:22])[CH:19]=[CH:20][CH:21]=1.C[O:25][C:26](=[O:35])[CH:27](Br)[CH2:28][CH:29]1[CH2:33][CH2:32][CH2:31][CH2:30]1>>[Cl:15][C:16]1[C:17]([F:23])=[C:18]([CH:19]=[CH:20][CH:21]=1)[O:22][C:2]1[CH:7]=[N:6][N:5]([CH:27]([CH2:28][CH:29]2[CH2:33][CH2:32][CH2:31][CH2:30]2)[C:26]([OH:25])=[O:35])[C:4](=[O:14])[CH:3]=1. Procedure: In an analogous manner to the stepwise sequence outlined in Intermediate 70, starting from 5-iodo-2-(tetrahydro-pyran-2-yl)-2H-pyridazin-3-one (Intermediate 70 step 2) and 3-chloro-2-fluoro-phenol and alkylating with 2-bromo-3-cyclopentyl-propionic acid methyl ester (Intermediate 10) afforded 2-[4-(3-chloro-2-fluoro-phenoxy)-6-oxo-6H-pyridazin-1-yl]-3-cyclopentyl-propionic acid as a white solid (4.4 g, 73% for the final step); LC-MS: tR=4.80 min, 381 (M+H)+. HPLC: tR=8.83 min, 95.66% (214 nm), 9... Reactants: C#CCO, CCCCCCCCCC#CCO, COCCO[AlH2-]OCCOC, [Na+]. The product is CCCCCCCCCC=CCO. Reaction SMILES: [CH2:1]([OH:2])[C:3]#[CH:4].[CH2:5]([C:6]#[C:7][CH2:8][CH2:9][CH2:10][CH2:11][CH2:12][CH2:13][CH2:14][CH2:15][CH3:16])[OH:17].[CH3:19][O:20][CH2:21][CH2:22][O:23][AlH2-:24][O:25][CH2:26][CH2:27][O:28][CH3:29].[Na+:18]>>[CH2:5]([CH:6]=[CH:7][CH2:8][CH2:9][CH2:10][CH2:11][CH2:12][CH2:13][CH2:14][CH2:15][CH3:16])[OH:17].